Dataset: the Open Reaction Database (ORD), a public repository of structured organic reaction records. Task: describe an organic reaction: reactants, conditions, products, and yield The reactants are ClC1=C(C=CC=C1)NC=1OC2=C(N1)C=CC(=C2)CC(=O)OC (methyl 2-(2-chlorophenylamino)-6-benzoxazolylacetate), [OH-].[Na+] (NaOH). Run in C1CCOC1 (THF). Reaction conditions: time 16 hour. Yields the product ClC1=C(C=CC=C1)NC=1OC2=C(N1)C=CC(=C2)CC(=O)O (2-(2-chlorophenylamino)-6-benzoxazolylacetic acid). Reaction SMILES: [Cl:1][C:2]1[CH:7]=[CH:6][CH:5]=[CH:4][C:3]=1[NH:8][C:9]1[O:10][C:11]2[CH:17]=[C:16]([CH2:18][C:19]([O:21]C)=[O:20])[CH:15]=[CH:14][C:12]=2[N:13]=1.[OH-].[Na+]>C1COCC1>[Cl:1][C:2]1[CH:7]=[CH:6][CH:5]=[CH:4][C:3]=1[NH:8][C:9]1[O:10][C:11]2[CH:17]=[C:16]([CH2:18][C:19]([OH:21])=[O:20])[CH:15]=[CH:14][C:12]=2[N:13]=1 |f:1.2|. Procedure: In THF (200 ml) was dissolved methyl 2-(2-chlorophenylamino)-6-benzoxazolylacetate (3.35 g, 10.6 mmol). After addition of 0.25N NaOH (200 ml), the mixture was stirred at room temperature for 16 hours. The reaction mixture was distilled under reduced pressure to remove the solvent. The residue was acidified with 1N HCl, followed by extraction with a chloroform/methanol (10/1) mixture. The extract was washed with saturated brine, dried over anhydrous sodium sulfate and distilled under reduced pres... Starting materials: FC1=C2C=CC=NC2=C(C(=C1)C(C)=O)N1C[C@@H](CC1)O (1-{5-fluoro-8-[(3R)-3-hydroxypyrrolidin-1-yl]quinolin-7-yl}ethanone), C(C)(=O)[O-].[NH4+] (ammonium acetate), C(#N)[BH3-].[Na+] (sodium cyanoborohydride). The solvent is CO (methanol), C(C)#N (acetonitrile). Run at temperature 65 celsius. Product: NC(C)C1=CC(=C2C=CC=NC2=C1N1C[C@@H](CC1)O)F ((3R)-1-[7-(1-Aminoethyl)-5-fluoroquinolin-8-yl]pyrrolidin-3-ol). As a reaction SMILES: [F:1][C:2]1[CH:11]=[C:10]([C:12](=O)[CH3:13])[C:9]([N:15]2[CH2:19][CH2:18][C@@H:17]([OH:20])[CH2:16]2)=[C:8]2[C:3]=1[CH:4]=[CH:5][CH:6]=[N:7]2.C([O-])(=O)C.[NH4+].C([BH3-])#[N:27].[Na+]>CO.C(#N)C>[NH2:27][CH:12]([C:10]1[C:9]([N:15]2[CH2:19][CH2:18][C@@H:17]([OH:20])[CH2:16]2)=[C:8]2[C:3]([CH:4]=[CH:5][CH:6]=[N:7]2)=[C:2]([F:1])[CH:11]=1)[CH3:13] |f:1.2,3.4|. Procedure details: A mixture of 1-{5-fluoro-8-[(3R)-3-hydroxypyrrolidin-1-yl]quinolin-7-yl}ethanone (10 mg, 0.04 mmol) and ammonium acetate (28.1 mg, 0.364 mmol) in methanol (0.20 mL) and acetonitrile (0.21 mL) was heated at 65° C. in a sealed tube for 30 minutes. After cooling to room temperature, sodium cyanoborohydride (4.6 mg, 0.073 mmol) was added. The reaction was heated at 65° C. for another 4 hours, then cooled to room temperature and quenched with sat. sodium bicarbonate, extracted with dichloromethane. T... The reactants are O=C([O-])O, CCOC(C)=O, CN(C)C(=O)Oc1ccc2c(CF)c(Cc3cccc([N+](=O)[O-])c3F)c(=O)oc2c1, [Na+], O, O, Cl[Sn]Cl. Yields the product CN(C)C(=O)Oc1ccc2c(CF)c(Cc3cccc(N)c3F)c(=O)oc2c1. Reaction SMILES: [C:36](=[O:37])([O-:38])[OH:39].[CH3:41][CH2:42][O:43][C:44](=[O:45])[CH3:46].[F:1][CH2:2][c:3]1[c:4]([CH2:20][c:21]2[c:22]([F:30])[c:23]([N+:27]([O-:28])=[O:29])[cH:24][cH:25][cH:26]2)[c:5](=[O:19])[o:6][c:7]2[c:8]1[cH:9][cH:10][c:11]([O:13][C:14]([N:15]([CH3:16])[CH3:17])=[O:18])[cH:12]2.[Na+:40].[OH2:31].[OH2:32].[Sn:33]([Cl:34])[Cl:35]>>[F:1][CH2:2][c:3]1[c:4]([CH2:20][c:21]2[c:22]([F:30])[c:23]([NH2:27])[cH:24][cH:25][cH:26]2)[c:5](=[O:19])[o:6][c:7]2[c:8]1[cH:9][cH:10][c:11]([O:13][C:14]([N:15]([CH3:16])[CH3:17])=[O:18])[cH:12]2.